Dataset: the Open Reaction Database (ORD), a public repository of structured organic reaction records. Task: describe an organic reaction: reactants, conditions, products, and yield The reactants are ClCCl (dichloromethane), C(C)N(C(C)C)C(C)C (Ethyldiisopropylamine), ClC1=NC=C(C=N1)CC (2-chloro-5-ethylpyrimidine), CS(=O)(=O)C1=CC=C(C=C1)C=1C=CC2=C(CC(O2)C2CCNCC2)C1 (4-[5-(4-methanesulfonyl-phenyl)-2,3-dihydro-benzofuran-2-yl]-piperidine). The solvent is O (water), CN(C=O)C (N,N-dimethylformamide). Reaction conditions: temperature 120 celsius, time 2 hour. Yields the product C(C)C=1C=NC(=NC1)N1CCC(CC1)C1OC2=C(C1)C=C(C=C2)C2=CC=C(C=C2)S(=O)(=O)C (5-Ethyl-2-{4-[5-(4-methanesulfonyl-phenyl)-2,3-dihydro-benzofuran-2-yl]-piperidin-1-yl}-pyrimidine). RXN SMILES: C(N(C(C)C)C(C)C)C.Cl[C:11]1[N:16]=[CH:15][C:14]([CH2:17][CH3:18])=[CH:13][N:12]=1.[CH3:19][S:20]([C:23]1[CH:28]=[CH:27][C:26]([C:29]2[CH:30]=[CH:31][C:32]3[O:36][CH:35]([CH:37]4[CH2:42][CH2:41][NH:40][CH2:39][CH2:38]4)[CH2:34][C:33]=3[CH:43]=2)=[CH:25][CH:24]=1)(=[O:22])=[O:21].ClCCl>CN(C)C=O.O>[CH2:17]([C:14]1[CH:13]=[N:12][C:11]([N:40]2[CH2:41][CH2:42][CH:37]([CH:35]3[CH2:34][C:33]4[CH:43]=[C:29]([C:26]5[CH:27]=[CH:28][C:23]([S:20]([CH3:19])(=[O:22])=[O:21])=[CH:24][CH:25]=5)[CH:30]=[CH:31][C:32]=4[O:36]3)[CH2:38][CH2:39]2)=[N:16][CH:15]=1)[CH3:18]. Procedure details: Ethyldiisopropylamine (50 μL) and 2-chloro-5-ethylpyrimidine (17 μL) are added to a solution of 4-[5-(4-methanesulfonyl-phenyl)-2,3-dihydro-benzofuran-2-yl]-piperidine (50 mg) in N,N-dimethylformamide (1 mL) and the reaction mixture is stirred at 120° C. for 2 h. After cooling to room temperature over night, dichloromethane and water are added. The aqueous phase is separated and extracted with dichloromethane. The combined organic phases are washed with water, 10% NH4Cl solution, and brine, and ...